Dataset: the Open Reaction Database (ORD), a public repository of structured organic reaction records. Task: describe an organic reaction: reactants, conditions, products, and yield The reactants are BrC1=CC=C(C=C1)C1=C(C(=NO1)C)NC(CCC1=C(C=CC=C1F)Cl)C ([5-(4-bromo-phenyl)-3-methyl-isoxazol-4-yl]-[3-(2-chloro-6-fluoro-phenyl)-1-methyl-propyl]-amine), C(C)OC(=O)C1(CC1)C1=CC=C(C=C1)B1OC(C(O1)(C)C)(C)C (1-[4-(4,4,5,5-tetramethyl-[1,3,2]dioxaborolan-2-yl)-phenyl]-cyclopropanecarboxylic acid ethyl ester). The reagents and catalysts are Cl[Pd]Cl.C1(=CC=CC=C1)P([C-]1C=CC=C1)C1=CC=CC=C1.[C-]1(C=CC=C1)P(C1=CC=CC=C1)C1=CC=CC=C1.[Fe+2] ((1,1′-bis(diphenylphosphino)ferrocene)-dichloropalladium(II)). Product: C(C)OC(=O)C1(CC1)C1=CC=C(C=C1)C1=CC=C(C=C1)C1=C(C(=NO1)C)NC(CCC1=C(C=CC=C1F)Cl)C (1-(4′-{4-[3-(2-Chloro-6-fluoro-phenyl)-1-methyl-propylamino]-3-methyl-isoxazol-5-yl}-biphenyl-4-yl)-cyclopropanecarboxylic acid ethyl ester). Reaction SMILES: Br[C:2]1[CH:7]=[CH:6][C:5]([C:8]2[O:12][N:11]=[C:10]([CH3:13])[C:9]=2[NH:14][CH:15]([CH3:26])[CH2:16][CH2:17][C:18]2[C:23]([F:24])=[CH:22][CH:21]=[CH:20][C:19]=2[Cl:25])=[CH:4][CH:3]=1.[CH2:27]([O:29][C:30]([C:32]1([C:35]2[CH:40]=[CH:39][C:38](B3OC(C)(C)C(C)(C)O3)=[CH:37][CH:36]=2)[CH2:34][CH2:33]1)=[O:31])[CH3:28]>Cl[Pd]Cl.C1(P(C2C=CC=CC=2)[C-]2C=CC=C2)C=CC=CC=1.[C-]1(P(C2C=CC=CC=2)C2C=CC=CC=2)C=CC=C1.[Fe+2]>[CH2:27]([O:29][C:30]([C:32]1([C:35]2[CH:40]=[CH:39][C:38]([C:2]3[CH:7]=[CH:6][C:5]([C:8]4[O:12][N:11]=[C:10]([CH3:13])[C:9]=4[NH:14][CH:15]([CH3:26])[CH2:16][CH2:17][C:18]4[C:23]([F:24])=[CH:22][CH:21]=[CH:20][C:19]=4[Cl:25])=[CH:4][CH:3]=3)=[CH:37][CH:36]=2)[CH2:33][CH2:34]1)=[O:31])[CH3:28] |f:2.3.4.5|. Procedure: Prepared according to the procedure described in Example 3, Step 5, using (1,1′-bis(diphenylphosphino)ferrocene)-dichloropalladium(II) as the catalyst and using [5-(4-bromo-phenyl)-3-methyl-isoxazol-4-yl]-[3-(2-chloro-6-fluoro-phenyl)-1-methyl-propyl]-amine and 1-[4-(4,4,5,5-tetramethyl-[1,3,2]dioxaborolan-2-yl)-phenyl]-cyclopropanecarboxylic acid ethyl ester.